Dataset: the Open Reaction Database (ORD), a public repository of structured organic reaction records. Task: describe an organic reaction: reactants, conditions, products, and yield Yields the product C(#N)[C@H]1N([C@H](CC1)C#C)C(CNC1(CCN(CC1)C1=NC=CC(=C1)C#N)C)=O ((2S,5R)-4-[2-(2-Cyano-5-ethynyl-pyrrolidin-1-yl)-2-oxo-ethylamino]-4-methyl-3,4,5,6-tetrahydro-2H-[1,2′]bipyridinyl-4′-carbonitrile). The solvent is C(C)#N (acetonitrile). Reaction conditions: temperature 55 celsius, time 48 hour. Reported procedure: To a stirred solution of (2S,5R)-1-(chloroacetyl)-5-ethynylpyrrolidine-2-carbonitrile (170 mg, 0.86 mmol, Example 8D) in acetonitrile (4 mL) at room temperature was added 4amino-4-methyl-3,4,5,6-tetrahydro-2H-[1,2′]bipyridinyl-4′-carbonitrile (150 mg, 0.78 mmol) and diisopropylethylamine (250 μL, 1.38 mmol). The reaction mixture was stirred at 55° C. for 48 hours, concentrated under reduced pressure and purified by flash chromatography with a gradient from 1% to 6% methanol in methylene chloride... Reactants: ClCC(=O)N1[C@@H](CC[C@@H]1C#C)C#N ((2S,5R)-1-(chloroacetyl)-5-ethynylpyrrolidine-2-carbonitrile), NC1(CCN(CC1)C1=NC=CC(=C1)C#N)C (4amino-4-methyl-3,4,5,6-tetrahydro-2H-[1,2′]bipyridinyl-4′-carbonitrile), C(C)(C)N(CC)C(C)C (diisopropylethylamine). Yield: 5.1%. Reaction SMILES: Cl[CH2:2][C:3]([N:5]1[C@@H:9]([C:10]#[CH:11])[CH2:8][CH2:7][C@H:6]1[C:12]#[N:13])=[O:4].[NH2:14][C:15]1([CH3:29])[CH2:20][CH2:19][N:18]([C:21]2[CH:26]=[C:25]([C:27]#[N:28])[CH:24]=[CH:23][N:22]=2)[CH2:17][CH2:16]1.C(N(C(C)C)CC)(C)C>C(#N)C>[C:12]([C@@H:6]1[CH2:7][CH2:8][C@H:9]([C:10]#[CH:11])[N:5]1[C:3](=[O:4])[CH2:2][NH:14][C:15]1([CH3:29])[CH2:20][CH2:19][N:18]([C:21]2[CH:26]=[C:25]([C:27]#[N:28])[CH:24]=[CH:23][N:22]=2)[CH2:17][CH2:16]1)#[N:13]. Reactants: C1CCNCC1, CCCO, O=[N+]([O-])c1ccc(S(=O)(=O)NCC2CO2)cc1. Product: O=[N+]([O-])c1ccc(S(=O)(=O)NCC(O)CN2CCCCC2)cc1. As a reaction SMILES: [CH2:18]1[CH2:19][CH2:20][NH:21][CH2:22][CH2:23]1.[CH2:24]([OH:25])[CH2:26][CH3:27].[O:1]1[CH:2]([CH2:3][NH:4][S:5](=[O:6])(=[O:7])[c:8]2[cH:9][cH:10][c:11]([N+:14](=[O:15])[O-:16])[cH:12][cH:13]2)[CH2:17]1>>[OH:1][CH:2]([CH2:3][NH:4][S:5](=[O:6])(=[O:7])[c:8]1[cH:9][cH:10][c:11]([N+:14](=[O:15])[O-:16])[cH:12][cH:13]1)[CH2:17][N:21]1[CH2:20][CH2:19][CH2:18][CH2:23][CH2:22]1. Starting materials: [Cl-].ClCC[NH3+] (2-Chloroethylammonium chloride), [N+](=O)([O-])C1=CC=C(C=C1)N=C=S (4-nitrophenyl isothiocyanate). The product is [N+](=O)([O-])C1=CC=C(C=C1)N=C1SCCN1 (2-(4-nitrophenylimino) -1,3-thiazolidine). RXN SMILES: [Cl-].Cl[CH2:3][CH2:4][NH3+:5].[N+:6]([C:9]1[CH:14]=[CH:13][C:12]([N:15]=[C:16]=[S:17])=[CH:11][CH:10]=1)([O-:8])=[O:7]>>[N+:6]([C:9]1[CH:10]=[CH:11][C:12]([N:15]=[C:16]2[NH:5][CH2:4][CH2:3][S:17]2)=[CH:13][CH:14]=1)([O-:8])=[O:7] |f:0.1|. Procedure: 2-Chloroethylammonium chloride (Entry 1) was reacted with 4-nitrophenyl isothiocyanate according to Method C1a to give 2-(4-nitrophenylimino) -1,3-thiazolidine, which was reacted with isobutyl bromide according to Method D2a to give 2-(4-nitrophenylimino)-3-isobutyl-1,3-thiazolidine. Starting materials: C[Al](C)C (trimethylaluminium), [Cl-].[NH4+] (ammonium chloride), CO (methanol), ClC=1C=C(C=CC1Cl)CC#N (3,4-dichlorophenylacetonitrile). Run in C1(=CC=CC=C1)C (toluene), C1(=CC=CC=C1)C (toluene). Run at temperature 0 celsius, time 1.5 hour. Product: Cl.ClC=1C=C(C=CC1Cl)CC(=N)N (2-(3,4-Dichlorophenyl)ethanamidine hydrochloride). As a reaction SMILES: [Cl-].[NH4+:2].C[Al](C)C.[Cl:7][C:8]1[CH:9]=[C:10]([CH2:15][C:16]#[N:17])[CH:11]=[CH:12][C:13]=1[Cl:14].CO>C1(C)C=CC=CC=1>[ClH:7].[Cl:7][C:8]1[CH:9]=[C:10]([CH2:15][C:16]([NH2:2])=[NH:17])[CH:11]=[CH:12][C:13]=1[Cl:14] |f:0.1,6.7|. Procedure: 2.88 g (54 mmol) of ammonium chloride are suspended in 50 ml of toluene under an argon atmosphere and cooled to 0° C. After dropwise addition of 27 ml of a 2 M trimethylaluminium solution in toluene, the mixture is warmed to room temperature and then stirred for 1.5 h. 5 g (27 mmol) of 3,4-dichlorophenylacetonitrile are added, and the mixture is stirred at 80° C. overnight. After cooling to 0° C., 50 ml of methanol are added dropwise. The product is separated from the precipitated solid by filtr...